This data is from the Open Reaction Database (ORD), a public repository of structured organic reaction records. The task is: describe an organic reaction: reactants, conditions, products, and yield Run at time 8 hour. As a reaction SMILES: [F-].C([N+](CCCC)(CCCC)CCCC)CCC.[Cl:19][C:20]1[CH:21]=[C:22]2[C:28]([CH2:29][CH2:30][NH:31][C:32]([C:34]3[CH:38]=[C:37]([CH2:39][C:40]4[CH:45]=[C:44]([F:46])[CH:43]=[CH:42][C:41]=4[F:47])[O:36][N:35]=3)=[O:33])=[C:27]([Si](CC)(CC)CC)[NH:26][C:23]2=[N:24][CH:25]=1.C1C[O:58]CC1>>[Cl:19][C:20]1[CH:21]=[C:22]2[C:28]([CH2:29][CH2:30][NH:31][C:32]([C:34]3[CH:38]=[C:37]([C:39](=[O:58])[C:40]4[CH:45]=[C:44]([F:46])[CH:43]=[CH:42][C:41]=4[F:47])[O:36][N:35]=3)=[O:33])=[CH:27][NH:26][C:23]2=[N:24][CH:25]=1 |f:0.1|. Yield: 22.0%. Product: ClC=1C=C2C(=NC1)NC=C2CCNC(=O)C2=NOC(=C2)C(C2=C(C=CC(=C2)F)F)=O (N-(2-(5-chloro-1H-pyrrolo[2,3-b]pyridin-3-yl)ethyl)-5-(2,5-difluorobenzoyl)isoxazole-3-carboxamide). Reactants: [F-].C(CCC)[N+](CCCC)(CCCC)CCCC (tetrabutylammonium fluoride), ClC=1C=C2C(=NC1)NC(=C2CCNC(=O)C2=NOC(=C2)CC2=C(C=CC(=C2)F)F)[Si](CC)(CC)CC (N-(2-(5-chloro-2-(triethylsilyl)-1H-pyrrolo[2,3-b]pyridin-3-yl)ethyl)-5-(2,5-difluorobenzyl)isoxazole-3-carboxamide), C1CCOC1 (THF), C1CCOC1 (THF). Procedure: A solution of tetrabutylammonium fluoride 1M in THF (1 mL; 1 mmol) was added to a solution of N-(2-(5-chloro-2-(triethylsilyl)-1H-pyrrolo[2,3-b]pyridin-3-yl)ethyl)-5-(2,5-difluorobenzyl)isoxazole-3-carboxamide (0.105 g, 0.198 mmol) in THF (5 mL). The mixture was stirred overnight at room temperature and was evaporated. The residue was dissolved in dichloromethane, and the organic solution was washed with water and was concentrated under reduced pressure. The crude material was purified twice by ... Starting materials: COc1ccc(B(O)O)cc1, CSc1nncc(-c2ccc(F)c(-c3cccnc3)c2)n1. Yields the product COc1ccc(-c2nncc(-c3ccc(F)c(-c4cccnc4)c3)n2)cc1. Reaction SMILES: [CH3:22][O:23][c:24]1[cH:25][cH:26][c:27]([B:30]([OH:31])[OH:32])[cH:28][cH:29]1.[F:1][c:2]1[c:3](-[c:16]2[cH:17][n:18][cH:19][cH:20][cH:21]2)[cH:4][c:5](-[c:8]2[n:9][c:10]([S:14][CH3:15])[n:11][n:12][cH:13]2)[cH:6][cH:7]1>>[F:1][c:2]1[c:3](-[c:16]2[cH:17][n:18][cH:19][cH:20][cH:21]2)[cH:4][c:5](-[c:8]2[n:9][c:10](-[c:27]3[cH:26][cH:25][c:24]([O:23][CH3:22])[cH:29][cH:28]3)[n:11][n:12][cH:13]2)[cH:6][cH:7]1. Starting materials: ClC=1C=C(C=NC1)C1=CC(=C(O1)C)C(CC(C)C)NC1=CC=C(C(=O)O)C=C1 (4-({1-[5-(5-chloropyridin-3-yl)-2-methylfuran-3-yl]-3-methylbutyl}amino)benzoic acid), CNCCC(=O)OCC (ethyl 3-(methylamino)propanoate), Cl.C(C)N=C=NCCCN(C)C (1-ethyl-3-(3-dimethylaminopropyl)carbodiimide hydrochloride), O.OC1=CC=CC=2NN=NC21 (hydroxybenzotriazole monohydrate). Solvent: C(C)(=O)OCC (Ethyl acetate), CN(C=O)C (N,N-dimethylformamide), C(C)N(CC)CC (triethylamine). Reaction conditions: time 1 hour. The product is ClC=1C=C(C=NC1)C1=CC(=C(O1)C)C(CC(C)C)NC1=CC=C(C=C1)C(=O)N(CCC(=O)O)C (3-[{[4-({1-[5-(5-chloropyridin-3-yl)-2-methylfuran-3-yl]-3-methylbutyl}amino)phenyl]carbonyl}(methyl)amino]propanoic acid). Yield: 93.2%. As a reaction SMILES: [Cl:1][C:2]1[CH:3]=[C:4]([C:8]2[O:12][C:11]([CH3:13])=[C:10]([CH:14]([NH:19][C:20]3[CH:28]=[CH:27][C:23]([C:24]([OH:26])=O)=[CH:22][CH:21]=3)[CH2:15][CH:16]([CH3:18])[CH3:17])[CH:9]=2)[CH:5]=[N:6][CH:7]=1.[CH3:29][NH:30][CH2:31][CH2:32][C:33]([O:35]CC)=[O:34].Cl.C(N=C=NCCCN(C)C)C.O.OC1C2N=NNC=2C=CC=1>CN(C)C=O.C(OCC)(=O)C.C(N(CC)CC)C>[Cl:1][C:2]1[CH:3]=[C:4]([C:8]2[O:12][C:11]([CH3:13])=[C:10]([CH:14]([NH:19][C:20]3[CH:28]=[CH:27][C:23]([C:24]([N:30]([CH3:29])[CH2:31][CH2:32][C:33]([OH:35])=[O:34])=[O:26])=[CH:22][CH:21]=3)[CH2:15][CH:16]([CH3:17])[CH3:18])[CH:9]=2)[CH:5]=[N:6][CH:7]=1 |f:2.3,4.5|. Reported procedure: A solution of 4-({1-[5-(5-chloropyridin-3-yl)-2-methylfuran-3-yl]-3-methylbutyl}amino)benzoic acid (199 mg), ethyl 3-(methylamino)propanoate (79 mg), 1-ethyl-3-(3-dimethylaminopropyl)carbodiimide hydrochloride (115 mg), hydroxybenzotriazole monohydrate (92 mg) and triethylamine (84 μL) in N,N-dimethylformamide (10 mL) was stirred at room temperature for 4 hr. Ethyl acetate was added, the mixture was washed with saturated aqueous sodium hydrogen carbonate solution and water, and the organic layer... The reactants are CC(=CC=O)C (3-methyl-but-2-en-1-al), CC(=CCO)C (3-methyl-but-2-en-1-ol), [N+](=O)(O)[O-] (nitric acid), aldehyde. The solvent is O (water), O (water). Reaction conditions: time 4.5 hour. The product is CC(=CCOC(C=C(C)C)OCC=C(C)C)C (1,1-Bis-(3-methyl-but-2-en-1-yl-oxy)-3-methyl-but-2-ene). RXN SMILES: [CH3:1][C:2]([CH3:6])=[CH:3][CH:4]=[O:5].[CH3:7][C:8]([CH3:12])=[CH:9][CH2:10][OH:11].[N+]([O-])(O)=O>O>[CH3:1][C:2]([CH3:6])=[CH:3][CH2:4][O:5][CH:10]([O:11][CH2:4][CH:3]=[C:2]([CH3:6])[CH3:1])[CH:9]=[C:8]([CH3:12])[CH3:7]. Procedure details: 690 g (8.2 moles) of 3-methyl-but-2-en-1-al, 1730 g (20 moles) of 3-methyl-but-2-en-1-ol and 23 mg of 65% strength nitric acid (corresponding to 0.62 × 10-4 % by weight of 100% strength HNO3, based on 2,420 g of starting compounds) are boiled under 60 mm Hg in a 4 liter flask surmounted by a packed column (filled with 5 mm Raschig rings). The bottom temperature assumes a value of 76-88° C. The packed column has a diameter of 45 mm and has 30 theoretical plates. The water formed in the reaction i... The reactants are CC(C)(C)CC(=O)Cl, CN(C)C=O, [Cl-], O=c1nc(-c2cc(C(F)(F)F)ccn2)[nH]o1, [H-], [NH4+], [Na+]. Yields the product CC(C)(C)CC(=O)n1c(-c2cc(C(F)(F)F)ccn2)noc1=O. As a reaction SMILES: [CH3:19][C:20]([CH2:21][C:22](=[O:23])[Cl:24])([CH3:25])[CH3:26].[CH3:29][N:30]([CH3:31])[CH:32]=[O:33].[Cl-:27].[F:3][C:4]([c:5]1[cH:6][c:7](-[c:11]2[nH:12][o:13][c:14](=[O:16])[n:15]2)[n:8][cH:9][cH:10]1)([F:17])[F:18].[H-:1].[NH4+:28].[Na+:2]>>[F:3][C:4]([c:5]1[cH:6][c:7](-[c:11]2[n:12][o:13][c:14](=[O:16])[n:15]2[C:22]([CH2:21][C:20]([CH3:19])([CH3:25])[CH3:26])=[O:23])[n:8][cH:9][cH:10]1)([F:17])[F:18]. Reactants: BrCCCCC1=CC=C(C=C1)CCCC (1-(4-Bromo-butyl)-4-butyl-benzene), C1NCCC2=CC=CC=C12 (tetrahydroisoquinoline). The solvent is C(C)#N (acetonitrile). Yields the product [Br-].C(CCC)C1=CC=C(C=C1)CCCC[N+]1=CC=2CCCCC2C=C1 (2-[4-(4-butyl-phenyl)-butyl]-5,6,7,8-tetrahydro-isoquinolinium bromide). Isolated yield 72.0%. Reaction SMILES: [Br:1][CH2:2][CH2:3][CH2:4][CH2:5][C:6]1[CH:11]=[CH:10][C:9]([CH2:12][CH2:13][CH2:14][CH3:15])=[CH:8][CH:7]=1.[CH2:16]1[C:25]2[C:20](=[CH:21][CH:22]=[CH:23][CH:24]=2)[CH2:19][CH2:18][NH:17]1>C(#N)C>[Br-:1].[CH2:12]([C:9]1[CH:10]=[CH:11][C:6]([CH2:5][CH2:4][CH2:3][CH2:2][N+:17]2[CH:18]=[CH:19][C:20]3[CH2:21][CH2:22][CH2:23][CH2:24][C:25]=3[CH:16]=2)=[CH:7][CH:8]=1)[CH2:13][CH2:14][CH3:15] |f:3.4|. Procedure: 1-(4-Bromo-butyl)-4-butyl-benzene (1 mmol) was added to a solution of tetrahydroisoquinoline (2 mmol) in acetonitrile, and the solution was refluxed for 24 hours. The acetonitrile was removed in vacuum, and the resulting residue was partitioned between ether and water. The aqueous layer was washed extensively with ether until no tetrahydroisoquinoline was left in the aqueous layer. The resulting aqueous solution of the product was extracted with chloroform. The chloroform was removed to afford t...